This data is from the Open Reaction Database (ORD), a public repository of structured organic reaction records. The task is: describe an organic reaction: reactants, conditions, products, and yield The reactants are NC=1C(C2=CC=CC=C2C(C1Cl)=O)=O (2-amino-3-chloro-1,4-dihydro-1,4-dioxonaphthalene), nonahydrated sodium sulfide, FC1=C(C=O)C=CC=C1 (2-fluorobenzaldehyde), aqueous solution, [S-2].[Na+].[Na+] (sodium sulfide), C(C)(=O)O (acetic acid). The solvent is O (water). Product: O=C1C=2C=CC=CC2C(C2=C1N=C(S2)C2=C(C=CC=C2)F)=O (4,9-dihydro-4,9-dioxo-2-(2-fluorophenyl)-naphtho[2,3-d]thiazole). Isolated yield 26.9%. As a reaction SMILES: [NH2:1][C:2]1[C:3](=[O:14])[C:4]2[C:9]([C:10](=[O:13])[C:11]=1Cl)=[CH:8][CH:7]=[CH:6][CH:5]=2.[S-2:15].[Na+].[Na+].[F:18][C:19]1[CH:26]=[CH:25][CH:24]=[CH:23][C:20]=1[CH:21]=O.C(O)(=O)C>O>[O:14]=[C:3]1[C:2]2[N:1]=[C:21]([C:20]3[CH:23]=[CH:24][CH:25]=[CH:26][C:19]=3[F:18])[S:15][C:11]=2[C:10](=[O:13])[C:9]2[CH:8]=[CH:7][CH:6]=[CH:5][C:4]1=2 |f:1.2.3|. Reported procedure: To a suspension of 5.0 g (24 mmol) of 2-amino-3-chloro-1,4-dihydro-1,4-dioxonaphthalene in 80 mL of water, 8.4 g (35 mmol) of nonahydrated sodium sulfide are added. The reaction mixture is then heated to reflux for approximately 20 min, then 20 mL of an aqueous solution containing 2.0 g of sodium sulfide are added. When the color of the medium has completely changed to blue, 1.95 mL (24 mmol) of 2-fluorobenzaldehyde and 6.36 mL of glacial acetic acid are added successively. After 1 h of reflux, ... As a reaction SMILES: [C:29]([O:30][BH-:31]([O:32][C:33](=[O:34])[CH3:35])[O:36][C:37](=[O:38])[CH3:39])(=[O:40])[CH3:41].[CH3:17][O:18][c:19]1[cH:20][cH:21][c:22]([CH:23]=[O:24])[cH:25][c:26]1[O:27][CH3:28].[CH3:1][CH:2]1[NH:3][O:4][CH:5]([c:9]2[cH:10][cH:11][c:12]([O:15][CH3:16])[cH:13][cH:14]2)[C:6]([CH3:8])=[CH:7]1.[CH3:43][OH:44].[Cl:45][CH2:46][Cl:47].[Na+:42]>>[CH3:1][CH:2]1[N:3]([CH2:23][c:22]2[cH:21][cH:20][c:19]([O:18][CH3:17])[c:26]([O:27][CH3:28])[cH:25]2)[O:4][CH:5]([c:9]2[cH:10][cH:11][c:12]([O:15][CH3:16])[cH:13][cH:14]2)[C:6]([CH3:8])=[CH:7]1. The product is COc1ccc(C2ON(Cc3ccc(OC)c(OC)c3)C(C)C=C2C)cc1. The reactants are CC(=O)O[BH-](OC(C)=O)OC(C)=O, COc1ccc(C=O)cc1OC, COc1ccc(C2ONC(C)C=C2C)cc1, CO, ClCCl, [Na+].